Dataset: the Open Reaction Database (ORD), a public repository of structured organic reaction records. Task: describe an organic reaction: reactants, conditions, products, and yield Starting materials: CN1C(CCC1)=O (1-methyl-2-pyrrolidinone), BrC1=C(N(C(=CC1=O)C1=CC=CC=C1)C1=CC=CC=C1)C1=CC=CC=C1 (3-bromo-1,2,6-triphenyl-4(1H)-pyridinone), FC(C(=O)[O-])(F)F.[Na+] (sodium trifluoroacetate), cuprous iodide. Run in O (water). Conditions: temperature 160 celsius. The product is C1(=CC=CC=C1)N1C(=C(C(C=C1C1=CC=CC=C1)=O)C(F)(F)F)C1=CC=CC=C1 (1,2,6-triphenyl-3-trifluoromethyl-4(1H)-pyridinone). The yield is 20.4%. RXN SMILES: CN1CCCC1=O.Br[C:9]1[C:14](=[O:15])[CH:13]=[C:12]([C:16]2[CH:21]=[CH:20][CH:19]=[CH:18][CH:17]=2)[N:11]([C:22]2[CH:27]=[CH:26][CH:25]=[CH:24][CH:23]=2)[C:10]=1[C:28]1[CH:33]=[CH:32][CH:31]=[CH:30][CH:29]=1.[F:34][C:35]([F:40])([F:39])C([O-])=O.[Na+]>O>[C:22]1([N:11]2[C:12]([C:16]3[CH:17]=[CH:18][CH:19]=[CH:20][CH:21]=3)=[CH:13][C:14](=[O:15])[C:9]([C:35]([F:40])([F:39])[F:34])=[C:10]2[C:28]2[CH:29]=[CH:30][CH:31]=[CH:32][CH:33]=2)[CH:23]=[CH:24][CH:25]=[CH:26][CH:27]=1 |f:2.3|. Reported procedure: To 40 ml of 1-methyl-2-pyrrolidinone were added 2.0 g (0.0050 mole) of 3-bromo-1,2,6-triphenyl-4(1H)-pyridinone, 2.7 g (0.020 mole) of sodium trifluoroacetate and 1.9 g (0.010 mole) of cuprous iodide. The reaction mixture was then heated at 160° C. for 5 hours in a nitrogen atmosphere. After allowing the reaction mixture to cool down, it was poured into water, followed by extraction with ethyl ether. The organic layer (the extract) was washed with 50 ml of a saturated aqueous solution of sodium ... Reactants: C([O-])([O-])=O.[Na+].[Na+] (sodium carbonate), C(=O)O (formic acid), C(C)(=O)OC(C)=O (acetic anhydride), ClC1=CC=C(C=CCNCCNS(=O)(=O)C=2C=3C=CN=CC3C=CC2)C=C1 (N-[2-(4-Chlorocinnamylamino)ethyl]-5-Isoquinolinesulfonamide). Run in C(C)(=O)OCC (ethyl acetate). The product is ClC1=CC=C(C=CCN(C=O)CCNS(=O)(=O)C=2C=3C=CN=CC3C=CC2)C=C1 (N-[2-(4-Chloro-N-Formylcinnamylamino)ethyl]-5-Isoquinolinesulfonamide). RXN SMILES: [CH:1]([OH:3])=O.C(OC(=O)C)(=O)C.[Cl:11][C:12]1[CH:37]=[CH:36][C:15]([CH:16]=[CH:17][CH2:18][NH:19][CH2:20][CH2:21][NH:22][S:23]([C:26]2[C:27]3[CH:28]=[CH:29][N:30]=[CH:31][C:32]=3[CH:33]=[CH:34][CH:35]=2)(=[O:25])=[O:24])=[CH:14][CH:13]=1.C(=O)([O-])[O-].[Na+].[Na+]>C(OCC)(=O)C>[Cl:11][C:12]1[CH:13]=[CH:14][C:15]([CH:16]=[CH:17][CH2:18][N:19]([CH2:20][CH2:21][NH:22][S:23]([C:26]2[C:27]3[CH:28]=[CH:29][N:30]=[CH:31][C:32]=3[CH:33]=[CH:34][CH:35]=2)(=[O:24])=[O:25])[CH:1]=[O:3])=[CH:36][CH:37]=1 |f:3.4.5|. Procedure details: 3 ml of formic acid and 3 ml of acetic anhydride were mixed and stirred at a room temperature, and to the mixture was added 1.41 g of the product of Example 172, and the mixture was stirred for one hour. The reaction mixture was added to 50 ml of ethyl acetate and 30 ml of saturated sodium carbonate aqueous solution with ice, and the mixture was stirred, and after foaming was terminated, the ethyl acetate layer was sequentially washed twice with water and once with a saturated sodium chloride aq... The reactants are FC(OC1=CC=C(CBr)C=C1)(F)F (4-trifluoromethoxybenzyl bromide), N1CCNCC1 (piperazine). The solvent is C1CCOC1 (THF). Yields the product FC(OC1=CC=C(CN2CCNCC2)C=C1)(F)F (1-(4-(trifluoromethoxy)benzyl)piperazine). As a reaction SMILES: [F:1][C:2]([F:13])([F:12])[O:3][C:4]1[CH:11]=[CH:10][C:7]([CH2:8]Br)=[CH:6][CH:5]=1.[NH:14]1[CH2:19][CH2:18][NH:17][CH2:16][CH2:15]1>C1COCC1>[F:1][C:2]([F:13])([F:12])[O:3][C:4]1[CH:11]=[CH:10][C:7]([CH2:8][N:14]2[CH2:19][CH2:18][NH:17][CH2:16][CH2:15]2)=[CH:6][CH:5]=1. Reported procedure: Synthesized according to General Procedure A: 4-trifluoromethoxybenzyl bromide (4{17}, 5 g, 19.6 mmol, 1 equiv.), piperazine (10.1 g, 117.6 mmol, 6 equiv.), THF (42.8 mL). Purification with flash column chromatography on silica gel (4:1 EtOAc:MeOH) afforded 5{17} (4.75 g, 93%) as a yellow liquid. 1H-NMR (500 MHz, CDCl3): δ 7.28 (d, 2H, J=8.0 Hz), 7.08 (d, 2H, J=8.0 Hz), 3.40 (s, 2H), 2.81 (t, 4H, J=5.0 Hz), 2.33 (br s, 4H), 1.51 (br s, 1H). 13C-NMR (125 MHz, CDCl3): δ 148.0, 136.9, 130.1, 120.5,... Reactants: ketones, C(C)(=O)C1=CC=CC=C1 (Acetophenone), CC(C)(C)[O-].[K+] (KOtBu), C(C1=CC=CC=C1)(C1=CC=CC=C1)O (benzhydrol), C(C)(C)(C)C1CCC(CC1)=O (4-tert-butylcyclohexanone), C=1C=CC(=CC1)CCO (phenylethanol), aldehydes, ketones, C(C1=CC=CC=C1)(=O)C1=CC=CC=C1 (benzophenone). Reagents/catalysts: ruthenium-aryl-aminophosphine. The product is C(C)(C)(C)[C@H]1CC[C@H](CC1)O (cis-4-tert-butylcyclohexanol). Isolated yield 80.0%. As a reaction SMILES: CC([O-])(C)C.[K+].C(C1C=CC=CC=1)(=O)C.C(C1C=CC=CC=1)(=O)C1C=CC=CC=1.C1C=CC(CCO)=CC=1.C(O)(C1C=CC=CC=1)C1C=CC=CC=1.[C:53]([CH:57]1[CH2:62][CH2:61][C:60](=[O:63])[CH2:59][CH2:58]1)([CH3:56])([CH3:55])[CH3:54]>>[C:53]([C@@H:57]1[CH2:58][CH2:59][C@H:60]([OH:63])[CH2:61][CH2:62]1)([CH3:56])([CH3:54])[CH3:55] |f:0.1|. Procedure details: The effectiveness of ruthenium-aryl-aminophosphine catalysts for the hydrogenation of ketones and aldehydes was investigated. The results are summarized in Tables 1-3. Table 1 shows the hydrogenation of a variety of ketones using complex 1 (FIG. 3) and KOtBu as the catalyst at room temperature. Acetophenone and benzophenone were readily converted to phenylethanol and benzhydrol, respectively. The hydrogenation of 4-tert-butylcyclohexanone was completed at room temperature and resulted in predomi... As a reaction SMILES: [CH3:1][C:2]1[NH:3][C:4]([CH:36]=[O:37])=[C:5]([C:31]([O:33][CH2:34][CH3:35])=[O:32])[CH:6]([C:22]2[CH:27]=[CH:26][CH:25]=[C:24]([N+:28]([O-:30])=[O:29])[CH:23]=2)[C:7]=1[C:8]([O:10][CH2:11][CH2:12][N:13]([CH3:21])[CH2:14][C:15]1[CH:20]=[CH:19][CH:18]=[CH:17][CH:16]=1)=[O:9].[BH4-].[Na+].Cl>C(O)C>[CH3:1][C:2]1[NH:3][C:4]([CH2:36][OH:37])=[C:5]([C:31]([O:33][CH2:34][CH3:35])=[O:32])[CH:6]([C:22]2[CH:27]=[CH:26][CH:25]=[C:24]([N+:28]([O-:30])=[O:29])[CH:23]=2)[C:7]=1[C:8]([O:10][CH2:11][CH2:12][N:13]([CH3:21])[CH2:14][C:15]1[CH:20]=[CH:19][CH:18]=[CH:17][CH:16]=1)=[O:9] |f:1.2|. Reported procedure: To a solution of 2-(N-methyl-N-benzylamino)ethyl 2-methyl-4-(3-nitrophenyl)-5-ethoxycarbonyl-6-formyl-1,4-dihydropyridine-3-carboxylate (1.5 g) in ethanol (15 ml) was added sodium borohydride (112 mg) under stirring and ice-cooling, and this mixture was further stirred for 20 minutes at the same temperature. The reaction mixture was adjusted with 0.1 N hydrochloric acid to pH 6 to 7 under ice-cooling, and concentrated under reduced pressure. To the residue was added ethyl acetate and water, and ... Solvent: C(C)O (ethanol). Yield: 98.3%. Product: CC=1NC(=C(C(C1C(=O)OCCN(CC1=CC=CC=C1)C)C1=CC(=CC=C1)[N+](=O)[O-])C(=O)OCC)CO (2-(N-methyl-N-benzylamino)ethyl 2-methyl-4-(3-nitrophenyl)-5-ethoxycarbonyl-6-hydroxymethyl-1,4-dihydropyridine-3-carboxylate). The reactants are CC=1NC(=C(C(C1C(=O)OCCN(CC1=CC=CC=C1)C)C1=CC(=CC=C1)[N+](=O)[O-])C(=O)OCC)C=O (2-(N-methyl-N-benzylamino)ethyl 2-methyl-4-(3-nitrophenyl)-5-ethoxycarbonyl-6-formyl-1,4-dihydropyridine-3-carboxylate), [BH4-].[Na+] (sodium borohydride), Cl (hydrochloric acid). Reactants: FC=1C=CC(=C(C1)C=1C(=CC(=CC1)[N+](=O)[O-])C(=O)O)OC (5′-fluoro-2′-methoxy-4-nitro-2-biphenylcarboxylic acid), CC1=C(C=C(C=C1)OC)C=1C(=CC(=CC1C)[N+](=O)[O-])C(=O)OC (methyl 2′-methyl-5′-methoxy-6-methyl-4-nitro-2-biphenylcarboxylate). Product: FC1=C(C=C(C=C1)OC)C=1C(=CC(=CC1)[N+](=O)[O-])C(=O)O (2′-fluoro-5′-methoxy-4-nitro-2-biphenylcarboxylic acid). Yield: 99.0%. As a reaction SMILES: [F:1]C1C=CC(OC)=C(C2C(C(O)=O)=CC([N+]([O-])=O)=CC=2)C=1.C[C:23]1[CH:28]=[CH:27][C:26]([O:29][CH3:30])=[CH:25][C:24]=1[C:31]1[C:32]([C:41]([O:43]C)=[O:42])=[CH:33][C:34]([N+:38]([O-:40])=[O:39])=[CH:35][C:36]=1C>>[F:1][C:23]1[CH:28]=[CH:27][C:26]([O:29][CH3:30])=[CH:25][C:24]=1[C:31]1[C:32]([C:41]([OH:43])=[O:42])=[CH:33][C:34]([N+:38]([O-:40])=[O:39])=[CH:35][CH:36]=1. Reported procedure: This compound was prepared in a manner similar to that of 5′-fluoro-2′-methoxy-4-nitro-2-biphenylcarboxylic acid (EXAMPLE 107) from methyl 2′-methyl-5′-methoxy-6-methyl-4-nitro-2-biphenylcarboxylate (0.77 g) to afford 0.73 g (99%) of 2′-fluoro-5′-methoxy-4-nitro-2-biphenylcarboxylic acid as a white solid, which was used in the next step without further purification.